From a dataset of the Open Reaction Database (ORD), a public repository of structured organic reaction records. describe an organic reaction: reactants, conditions, products, and yield The reactants are C(C)C1(C(N(CC1)C(C1=CC=C(C=C1)F)=O)=O)C#N (3-ethyl-1-(4-fluorobenzoyl)-2-oxopyrrolidine-3-carbonitrile), C(CCCCCCC)N (octylamine). Run in C1CCOC1 (THF). Run at time 60 hour. The product is C(C)C1(C(NCC1)=O)C#N (3-ethyl-2-oxopyrrolidine-3-carbonitrile). The yield is 97.6%. As a reaction SMILES: [CH2:1]([C:3]1([C:18]#[N:19])[CH2:7][CH2:6][N:5](C(=O)C2C=CC(F)=CC=2)[C:4]1=[O:17])[CH3:2].C(N)CCCCCCC>C1COCC1>[CH2:1]([C:3]1([C:18]#[N:19])[CH2:7][CH2:6][NH:5][C:4]1=[O:17])[CH3:2]. Reported procedure: To a solution of 3-ethyl-1-(4-fluorobenzoyl)-2-oxopyrrolidine-3-carbonitrile (11 g) in THF (80 mL) was added octylamine (8.5 mL). The reaction mixture was stirred at room temperature for 60 hr, and the solvent was evaporated under reduced pressure. The residue was purified by silica gel column chromatography (ethyl acetate/hexane) to give the title compound (5.7 g). The reactants are O[C@H]1CCC=C2C=C[C@@H]([C@@H]([C@@H]12)CC[C@@H]1C[C@H](CC(O1)=O)O[Si](C)(C)C(C)(C)C)C ((4R,6R)-6-{2-[(1S,2S,8S,8aR)-1,2,6,7,8,8a-hexahydro-8-hydroxy-2-methyl-1-naphthyl]ethyl}tetrahydro-4-t-butyldimethylsilyloxy-2H-pyran-2-one), C(CC)C(C(=O)O)CCC (2-propylvaleric acid). The product is C(CC)C(C(=O)O[C@H]1CCC=C2C=C[C@@H]([C@@H]([C@@H]12)CC[C@@H]1C[C@H](CC(O1)=O)O[Si](C)(C)C(C)(C)C)C)CCC ((4R,6R)-6-{2-[(1S,2S,8S,8aR)-1,2,6,7,8,8a-Hexahydro-8-(2-propylvaleryloxy)-2-methyl-1-naphthyl]ethyl}tetrahydro-4-t-butyldimethylsilyloxy-2H-pyran-2-one). Isolated yield 99.1%. Reaction SMILES: [OH:1][C@@H:2]1[C@H:11]2[C:6]([CH:7]=[CH:8][C@H:9]([CH3:29])[C@@H:10]2[CH2:12][CH2:13][C@H:14]2[O:19][C:18](=[O:20])[CH2:17][C@H:16]([O:21][Si:22]([C:25]([CH3:28])([CH3:27])[CH3:26])([CH3:24])[CH3:23])[CH2:15]2)=[CH:5][CH2:4][CH2:3]1.[CH2:30]([CH:33]([CH2:37][CH2:38][CH3:39])[C:34](O)=[O:35])[CH2:31][CH3:32]>>[CH2:30]([CH:33]([CH2:37][CH2:38][CH3:39])[C:34]([O:1][C@@H:2]1[C@H:11]2[C:6]([CH:7]=[CH:8][C@H:9]([CH3:29])[C@@H:10]2[CH2:12][CH2:13][C@H:14]2[O:19][C:18](=[O:20])[CH2:17][C@H:16]([O:21][Si:22]([C:25]([CH3:28])([CH3:27])[CH3:26])([CH3:23])[CH3:24])[CH2:15]2)=[CH:5][CH2:4][CH2:3]1)=[O:35])[CH2:31][CH3:32]. Procedure details: A procedure similar to that described in Example 3, above, was followed, but using 1.0 g (2.4 mmol) of (4R,6R)-6-{2-[(1S,2S,8S,8aR)-1,2,6,7,8,8a-hexahydro-8-hydroxy-2-methyl-1-naphthyl]ethyl}tetrahydro-4-t-butyldimethylsilyloxy-2H-pyran-2-one [prepared as described in Japanese Patent Kokai Application No. Sho 59-175450] and 686 mg (4.8 mmol) of 2-propylvaleric acid, to provide 1.3 g of the title compound. Starting materials: O (water), solution, CN (methylamine), FC=1C=C(C=CC1[N+](=O)[O-])OC (3-fluoro-4-nitro-anisol), C([O-])([O-])=O.[K+].[K+] (potassium carbonate). Run in C1CCOC1 (THF), ClCCl (dichloromethane). Reaction conditions: time 8 hour. The product is COC=1C=CC(=C(C1)NC)[N+](=O)[O-] ((5-methoxy-2-nitro-phenyl)-methyl-amine). Reaction SMILES: [CH3:1][NH2:2].F[C:4]1[CH:5]=[C:6]([O:13][CH3:14])[CH:7]=[CH:8][C:9]=1[N+:10]([O-:12])=[O:11].C(=O)([O-])[O-].[K+].[K+].O>C1COCC1.ClCCl>[CH3:14][O:13][C:6]1[CH:7]=[CH:8][C:9]([N+:10]([O-:12])=[O:11])=[C:4]([NH:2][CH3:1])[CH:5]=1 |f:2.3.4|. Procedure details: 83.5 mL (167.0 mmol) of a 2 molar solution of methylamine in THF are added dropwise to 14.3 g (83.56 mmol) 3-fluoro-4-nitro-anisol and 12.71 g (92.02 mmol) potassium carbonate in 200 mL dichloromethane. The mixture is stirred overnight and then combined with water. The organic phase is washed successively with water and ammonium chloride solution, dried and evaporated down. The yellow solid remaining is stirred with hexane. Yield: 12.7 g (84%); mass spectroscopy: [M+H]+=183. Starting materials: C([O-])([O-])=O.[K+].[K+] (potassium carbonate), OO (hydrogen peroxide), crude product, CCCCCCC (heptane), C(C)(C)(C)OC(N(CCC(C)C)CC1=C(C=C(C=C1)C1=C(C=C(C=C1)C#N)C)Cl)=O ((3-Chloro-4′-cyano-2′-methyl-biphenyl-4-ylmethyl)-(3-methyl-butyl)-carbamic acid tert-butyl ester). Run in O (water), C(C)(=O)OCC (ethyl acetate), CS(=O)C (dimethyl sulfoxide). Conditions: time 2 hour. The product is C(C)(C)(C)OC(N(CCC(C)C)CC1=C(C=C(C=C1)C1=C(C=C(C=C1)C(N)=O)C)Cl)=O ((4′-Carbamoyl-3-chloro-2′-methyl-biphenyl-4-ylmethyl)-(3-methyl-butyl)-carbamic acid tert-butyl ester). Reaction SMILES: [C:1]([O:5][C:6](=[O:30])[N:7]([CH2:13][C:14]1[CH:19]=[CH:18][C:17]([C:20]2[CH:25]=[CH:24][C:23]([C:26]#[N:27])=[CH:22][C:21]=2[CH3:28])=[CH:16][C:15]=1[Cl:29])[CH2:8][CH2:9][CH:10]([CH3:12])[CH3:11])([CH3:4])([CH3:3])[CH3:2].C(=O)([O-])[O-:32].[K+].[K+].OO.CCCCCCC>CS(C)=O.O.C(OCC)(=O)C>[C:1]([O:5][C:6](=[O:30])[N:7]([CH2:13][C:14]1[CH:19]=[CH:18][C:17]([C:20]2[CH:25]=[CH:24][C:23]([C:26](=[O:32])[NH2:27])=[CH:22][C:21]=2[CH3:28])=[CH:16][C:15]=1[Cl:29])[CH2:8][CH2:9][CH:10]([CH3:12])[CH3:11])([CH3:2])([CH3:3])[CH3:4] |f:1.2.3|. Procedure: (3-Chloro-4′-cyano-2′-methyl-biphenyl-4-ylmethyl)-(3-methyl-butyl)-carbamic acid tert-butyl ester (I-3d) was dissolved in 100 mL dimethyl sulfoxide (DMSO) and to which was added potassium carbonate and 4.0 mL of 30% hydrogen peroxide in water. The reaction was stirred at room temperature for 2 hours. The reaction was quenched with water and extracted using ethyl acetate (2 times). The combined organic layers were washed with water (5 times), brine, dried over sodium sulfate, filtered and concent... Reaction SMILES: [CH2:1]([c:2]1[cH:3][cH:4][cH:5][cH:6][cH:7]1)[n:8]1[n:9][c:10]2[cH:11][c:12](-[c:17]3[cH:18][c:19]([CH2:27][CH:28]4[O:29][CH2:30][CH2:31][NH:32][CH2:33]4)[n:20]4[n:21][cH:22][n:23][c:24]([NH2:26])[c:25]34)[cH:13][cH:14][c:15]2[cH:16]1.[CH3:50][OH:51].[CH:41]([N:42]([CH2:43][CH3:44])[CH:45]([CH3:46])[CH3:47])([CH3:48])[CH3:49].[Cl:34][CH2:35][C:36](=[O:37])[N:38]([CH3:39])[CH3:40]>>[CH2:1]([c:2]1[cH:3][cH:4][cH:5][cH:6][cH:7]1)[n:8]1[n:9][c:10]2[cH:11][c:12](-[c:17]3[cH:18][c:19]([CH2:27][CH:28]4[O:29][CH2:30][CH2:31][N:32]([CH2:35][C:36](=[O:37])[N:38]([CH3:39])[CH3:40])[CH2:33]4)[n:20]4[n:21][cH:22][n:23][c:24]([NH2:26])[c:25]34)[cH:13][cH:14][c:15]2[cH:16]1. The reactants are Nc1ncnn2c(CC3CNCCO3)cc(-c3ccc4cn(Cc5ccccc5)nc4c3)c12, CO, CCN(C(C)C)C(C)C, CN(C)C(=O)CCl. Yields the product CN(C)C(=O)CN1CCOC(Cc2cc(-c3ccc4cn(Cc5ccccc5)nc4c3)c3c(N)ncnn23)C1. Starting materials: CC(C)(C)[O-], O=C1Cc2c(Cl)ncnc2N1, CN1CCCC(n2cc(-c3ccc(F)c(C(F)(F)F)c3)nc2C2CCNCC2)C1, [K+], O. The product is Cl, CN1CCCC(n2cc(-c3ccc(F)c(C(F)(F)F)c3)nc2C2CCN(c3ncnc4c3CC(=O)N4)CC2)C1. RXN SMILES: [CH3:1][C:2]([CH3:3])([O-:4])[CH3:5].[Cl:7][c:8]1[c:9]2[c:10]([n:11][cH:12][n:13]1)[NH:14][C:15](=[O:17])[CH2:16]2.[F:18][c:19]1[c:20]([C:43]([F:44])([F:45])[F:46])[cH:21][c:22](-[c:25]2[n:26][c:27]([CH:37]3[CH2:38][CH2:39][NH:40][CH2:41][CH2:42]3)[n:28]([CH:30]3[CH2:31][N:32]([CH3:36])[CH2:33][CH2:34][CH2:35]3)[cH:29]2)[cH:23][cH:24]1.[K+:6].[OH2:47]>>[ClH:7].[c:8]1([N:40]2[CH2:39][CH2:38][CH:37]([c:27]3[n:26][c:25](-[c:22]4[cH:21][c:20]([C:43]([F:44])([F:45])[F:46])[c:19]([F:18])[cH:24][cH:23]4)[cH:29][n:28]3[CH:30]3[CH2:31][N:32]([CH3:36])[CH2:33][CH2:34][CH2:35]3)[CH2:42][CH2:41]2)[c:9]2[c:10]([n:11][cH:12][n:13]1)[NH:14][C:15](=[O:17])[CH2:16]2.